This data is from the Open Reaction Database (ORD), a public repository of structured organic reaction records. The task is: describe an organic reaction: reactants, conditions, products, and yield Product: COc1ccc2c(c1)C(OC(C)C)=C(C(N)=O)S2=O. Starting materials: C1CCOC1, COc1ccc2c(c1)C(OC(C)C)=C(C(=O)O)S2=O, Cl, [H-], N, [Na+], CN(C)C=O, O=S(Cl)Cl. RXN SMILES: [CH2:28]1[O:29][CH2:30][CH2:31][CH2:32]1.[CH3:3][O:4][c:5]1[cH:6][c:7]2[c:8]([cH:20][cH:21]1)[S:9](=[O:19])[C:10]([C:16](=[O:17])[OH:18])=[C:11]2[O:12][CH:13]([CH3:14])[CH3:15].[ClH:27].[H-:1].[NH3:26].[Na+:2].[O:33]=[CH:34][N:35]([CH3:36])[CH3:37].[S:22]([Cl:23])([Cl:24])=[O:25]>>[CH3:3][O:4][c:5]1[cH:6][c:7]2[c:8]([cH:20][cH:21]1)[S:9](=[O:19])[C:10]([C:16](=[O:17])[NH2:26])=[C:11]2[O:12][CH:13]([CH3:14])[CH3:15]. Starting materials: O=C([O-])[O-], Cc1c(C2CCNCC2)cccc1S(C)(=O)=O, CC#N, CCI, [K+], [K+]. Yields the product CCN1CCC(c2cccc(S(C)(=O)=O)c2C)CC1. RXN SMILES: [C:18](=[O:19])([O-:20])[O-:21].[CH3:1][c:2]1[c:3]([CH:12]2[CH2:13][CH2:14][NH:15][CH2:16][CH2:17]2)[cH:4][cH:5][cH:6][c:7]1[S:8](=[O:9])(=[O:10])[CH3:11].[CH3:27][C:28]#[N:29].[I:24][CH2:25][CH3:26].[K+:22].[K+:23]>>[CH3:1][c:2]1[c:3]([CH:12]2[CH2:13][CH2:14][N:15]([CH2:25][CH3:26])[CH2:16][CH2:17]2)[cH:4][cH:5][cH:6][c:7]1[S:8](=[O:9])(=[O:10])[CH3:11]. Starting materials: CN1C(=O)C(NC(=O)OC(C)(C)C)CNc2ccccc21, CC(C)(C)C(=O)Cl. The product is CN1C(=O)C(NC(=O)OC(C)(C)C)CN(C(=O)C(C)(C)C)c2ccccc21. Reaction SMILES: [C:1]([CH3:2])([CH3:3])([CH3:4])[O:5][C:6]([NH:7][CH:8]1[CH2:9][NH:10][c:11]2[c:12]([cH:17][cH:18][cH:19][cH:20]2)[N:13]([CH3:16])[C:14]1=[O:15])=[O:21].[C:22]([C:23]([CH3:24])([CH3:25])[CH3:26])(=[O:27])[Cl:28]>>[C:1]([CH3:2])([CH3:3])([CH3:4])[O:5][C:6]([NH:7][CH:8]1[CH2:9][N:10]([C:22]([C:23]([CH3:24])([CH3:25])[CH3:26])=[O:27])[c:11]2[c:12]([cH:17][cH:18][cH:19][cH:20]2)[N:13]([CH3:16])[C:14]1=[O:15])=[O:21]. The reactants are CC[Mg+].[Br-] (EtMgBr), O (water), C(C)(C)(C)OC(NCCN1C(=NC(=C1I)I)COC)=O ([2-(4,5-diiodo-2-methoxymethyl-imidazol-1-yl)-ethyl]-carbamic acid tert-butylester), CCOCC (Ether), CC[Mg+].[Br-] (EtMgBr). Run in C1CCOC1 (THF), C1CCOC1 (THF). Reaction conditions: temperature -40 celsius, time 20 minute. Product: C(C)(C)(C)OC(NCCN1C(=NC(=C1)I)COC)=O ([2-(4-iodo-2-methoxymethyl-imidazol-1-yl)-ethyl]-carbamic acid tert-butyl ester). Reaction SMILES: [C:1]([O:5][C:6](=[O:20])[NH:7][CH2:8][CH2:9][N:10]1[C:14](I)=[C:13]([I:16])[N:12]=[C:11]1[CH2:17][O:18][CH3:19])([CH3:4])([CH3:3])[CH3:2].CC[Mg+].[Br-].O.CCOCC>C1COCC1>[C:1]([O:5][C:6](=[O:20])[NH:7][CH2:8][CH2:9][N:10]1[CH:14]=[C:13]([I:16])[N:12]=[C:11]1[CH2:17][O:18][CH3:19])([CH3:4])([CH3:3])[CH3:2] |f:1.2|. Reported procedure: A solution of [2-(4,5-diiodo-2-methoxymethyl-imidazol-1-yl)-ethyl]-carbamic acid tert-butylester (3.050 g; 6.015 mmol) in anhydrous THF (30 ml), under nitrogen, was cooled to −40° C., and a solution of 1M EtMgBr in THF (6.02 ml; 6.02 mmol) was then added dropwise over 10 min. After addition, the resulting solution was stirred between −40° C. and −30° C. for 10 min. (conversion=53% according to LC-MS), and additional 1M EtMgBr (3 ml; 3 mmol) was added. Stirring at −40° C. was continued for additi... Starting materials: COC1CCN(CCCN2C(=O)c3ccccc3C2=O)CC1, CCO. Product: COC1CCN(CCCN)CC1. Reaction SMILES: [CH3:1][O:2][CH:3]1[CH2:4][CH2:5][N:6]([CH2:9][CH2:10][CH2:11][N:12]2[C:13](=[O:14])[c:15]3[c:16]([cH:17][cH:18][cH:19][cH:20]3)[C:21]2=[O:22])[CH2:7][CH2:8]1.[CH3:23][CH2:24][OH:25]>>[CH3:1][O:2][CH:3]1[CH2:4][CH2:5][N:6]([CH2:9][CH2:10][CH2:11][NH2:12])[CH2:7][CH2:8]1. Reactants: 16g, O.[C@@H]1([C@H](O)[C@H](O)[C@@H](CO)O1)N1C=NC2=C(N)[N+](=CN=C12)[O-] (adenosine 1-oxide monohydrate), [OH-].[Na+] (sodium hydroxide), O (Water), C(=S)=S (carbon disulfide). Yield: 98.0%. Product: C1=NC2=C(NC(=S)N=C2N1[C@H]3[C@@H]([C@@H]([C@H](O3)CO)O)O)N (2-thioadenosine). RXN SMILES: O.[C@@H:2]1([N:11]2[C:20]3[C:14](=[C:15]([N+:17]([O-])=[CH:18][N:19]=3)[NH2:16])[N:13]=[CH:12]2)[O:10][C@H:7]([CH2:8][OH:9])[C@@H:5]([OH:6])[C@H:3]1[OH:4].[OH-].[Na+].O.C(=S)=[S:26]>>[CH:12]1[N:11]([C@@H:2]2[O:10][C@H:7]([CH2:8][OH:9])[C@@H:5]([OH:6])[C@H:3]2[OH:4])[C:20]2[C:14](=[C:15]([NH2:16])[NH:17][C:18]([N:19]=2)=[S:26])[N:13]=1 |f:0.1,2.3|. Procedure: 16g of adenosine 1-oxide monohydrate (53.3 mmol) was refluxed in 150 ml of a 5N sodium hydroxide aqueous solution for 15 minutes. The resulting liquid was neutralized to a pH of 9.0 using Amberlite IRC-50 (H+-type). Water was then added thereto to make the total volume 400 ml. To this was added 100 ml of carbon disulfide, and the mixture was reacted in an autoclave at a temperature of 120° C for a period of 5 hours under autogenous pressure (about 10 Kg/cm2). The orange colored substance thus fo... Reactants: OCCCBr, CCOCC, SC1CCCC1, [H-], [Na+], CN(C)C=O, O. Product: OCCCSC1CCCC1. As a reaction SMILES: [Br:9][CH2:10][CH2:11][CH2:12][OH:13].[CH3:20][CH2:21][O:22][CH2:23][CH3:24].[CH:3]1([SH:8])[CH2:4][CH2:5][CH2:6][CH2:7]1.[H-:1].[Na+:2].[O:15]=[CH:16][N:17]([CH3:18])[CH3:19].[OH2:14]>>[CH:3]1([S:8][CH2:10][CH2:11][CH2:12][OH:13])[CH2:4][CH2:5][CH2:6][CH2:7]1. The reactants are COC(N(C)C)OC (Dimethylformamide dimethyl acetal), CC=1C=CN=C2C1C(=O)C=3C=CC=CC3C2=O (cleistopholine). Solvent: CN(C=O)C (dimethylformamide). The product is C=1C=CC2=C(C1)C3=C4C(=CC=N3)C=CN=C4C2=O (Sampangine). Reaction SMILES: COC(OC)[N:4]([CH3:6])[CH3:5].[CH3:9][C:10]1[CH:11]=[CH:12][N:13]=C2[C:24](=[O:25])[C:23]3[CH:22]=[CH:21][CH:20]=[CH:19][C:18]=3[C:16](=O)[C:15]=12>CN(C)C=O>[CH:20]1[CH:21]=[CH:22][C:23]2[C:24](=[O:25])[C:5]3[C:15]4[C:10]([CH:9]=[CH:6][N:4]=3)=[CH:11][CH:12]=[N:13][C:16]=4[C:18]=2[CH:19]=1. Procedure details: Dimethylformamide dimethyl acetal (1.50 mL, 11.34 mmol, Aldrich) was added to a solution of cleistopholine, (1.95 g, 8.73 mmol) in dimethylformamide (5 mL). The mixture was then heated for 30 min by submerging